This data is from the Open Reaction Database (ORD), a public repository of structured organic reaction records. The task is: describe an organic reaction: reactants, conditions, products, and yield Reactants: C(C=C)(=O)O (acrylic acid), C(CCC)OC(C=C)=O (butylacrylate), C(C=C)(=O)O (acrylic acid), residue, C(CCC)O (n-butanol), C(C=C)(=O)O (acrylic acid), C(CCC)O (n-butanol), C(CCC)OC(C=C)=O (butylacrylate). Run in O (water). Product: C(CCC)OC(C=C)=O (butylacrylate), C(CCC)OCCCC (dibutylether). RXN SMILES: C(O)(=O)C=C.[CH2:6]([OH:10])[CH2:7][CH2:8][CH3:9].[CH2:11]([O:15][C:16](=[O:19])[CH:17]=[CH2:18])[CH2:12][CH2:13][CH3:14]>O>[CH2:11]([O:15][C:16](=[O:19])[CH:17]=[CH2:18])[CH2:12][CH2:13][CH3:14].[CH2:6]([O:10][CH2:11][CH2:12][CH2:13][CH3:14])[CH2:7][CH2:8][CH3:9]. Procedure details: The conditions were the same as those described in Example 1, but the reaction temperature was increased from 120° to 130° C. The reactor was charged with 310 g/h of a mixture consisting of 32.7 weight % of acrylic acid, 57.2 weight % of n-butanol and 10.1 weight % of butylacrylate. 83.2% of the acrylic acid underwent conversion. 310 g of reaction product consisting of 175 g of butylacrylate, 90 g of n-butanol, 21 g of water, 17 g of acrylic acid and 7 g of residue was discharged. 143 g/h of pur... Starting materials: [OH-].[Li+] (lithium hydroxide), CO (methanol), BrC=1C=C(C=CC1)C1(CCOCC1)C(=O)OCC (ethyl 4-(3-bromophenyl)-3,4,5,6-tetrahydro-2H-pyran-4-carboxylate). The solvent is C1CCOC1 (THF). Yields the product BrC=1C=C(C=CC1)C1(CCOCC1)C(=O)O (4-(3-Bromophenyl)-3,4,5,6-tetrahydro-2H-pyran-4-carboxylic acid). Yield: 79.1%. RXN SMILES: [Br:1][C:2]1[CH:3]=[C:4]([C:8]2([C:14]([O:16]CC)=[O:15])[CH2:13][CH2:12][O:11][CH2:10][CH2:9]2)[CH:5]=[CH:6][CH:7]=1.[OH-].[Li+].CO>C1COCC1>[Br:1][C:2]1[CH:3]=[C:4]([C:8]2([C:14]([OH:16])=[O:15])[CH2:13][CH2:12][O:11][CH2:10][CH2:9]2)[CH:5]=[CH:6][CH:7]=1 |f:1.2|. Reported procedure: A stirred mixture of ethyl 4-(3-bromophenyl)-3,4,5,6-tetrahydro-2H-pyran-4-carboxylate (36.5 g, 117 mmol), an aqueous solution of lithium hydroxide (6.14 g, 146 mmol, 50 ml), methanol (150 ml) and THF (150 ml) was refluxed for 1 day. The reaction mixture was partitioned between ether (100 ml) and 10% aqueous potasium hydroxide solutuion (300 ml). The ethereal layer was separated, extracted with 10% aqueous potasium hydroxide solutuion (2×100 ml) and discarded. The combined aqueous extracts were ... Reactants: C=C(OCC)c1cnc2nnn(C(C)c3c(F)cc4ncccc4c3F)c2n1, CO, Cl. Product: CC(=O)c1cnc2nnn(C(C)c3c(F)cc4ncccc4c3F)c2n1. Reaction SMILES: [CH2:1]([CH3:2])[O:3][C:4](=[CH2:5])[c:6]1[cH:7][n:8][c:9]2[c:10]([n:11]1)[n:12]([CH:15]([CH3:16])[c:17]1[c:18]([F:28])[c:19]3[cH:20][cH:21][cH:22][n:23][c:24]3[cH:25][c:26]1[F:27])[n:13][n:14]2.[CH3:30][OH:31].[ClH:29]>>[O:3]=[C:4]([CH3:5])[c:6]1[cH:7][n:8][c:9]2[c:10]([n:11]1)[n:12]([CH:15]([CH3:16])[c:17]1[c:18]([F:28])[c:19]3[cH:20][cH:21][cH:22][n:23][c:24]3[cH:25][c:26]1[F:27])[n:13][n:14]2. The reactants are Cl (HCl), C=O (formalin), Cl (HCl), [BH3-]C#N.[Na+] (NaCNBH3), C(=O)(O)[O-].[Na+] (NaHCO3), Cl (HCl), OC(=O)C(F)(F)F.COC([C@@H](NC(C1=C(C=CC=C1Cl)Cl)=O)CC1=CC=C(C=C1)C1=C(C=CC=C1)N)=O (N-(2,6-Dichlorobenzoyl)-4-(2-aminophenyl)-L-phenylalanine methyl ester TFA salt). Run in CCO (EtOH), CCO (EtOH). Conditions: time 0.5 hour. The product is COC([C@@H](NC(C1=C(C=CC=C1Cl)Cl)=O)CC1=CC=C(C=C1)C1=C(C=CC=C1)N(C)C)=O (N-(2,6-dichlorobenzoyl)-4-(2-(N,N-dimethylamino)phenyl]-L-phenylalanine methyl ester). Reaction SMILES: O[C:2](C(F)(F)F)=O.[CH3:8][O:9][C:10](=[O:37])[C@H:11]([CH2:23][C:24]1[CH:29]=[CH:28][C:27]([C:30]2[CH:35]=[CH:34][CH:33]=[CH:32][C:31]=2N)=[CH:26][CH:25]=1)[NH:12][C:13](=[O:22])[C:14]1[C:19]([Cl:20])=[CH:18][CH:17]=[CH:16][C:15]=1[Cl:21].C=O.Cl.[BH3-][C:42]#[N:43].[Na+].C([O-])(O)=O.[Na+]>CCO>[CH3:8][O:9][C:10](=[O:37])[C@H:11]([CH2:23][C:24]1[CH:29]=[CH:28][C:27]([C:30]2[CH:35]=[CH:34][CH:33]=[CH:32][C:31]=2[N:43]([CH3:42])[CH3:2])=[CH:26][CH:25]=1)[NH:12][C:13](=[O:22])[C:14]1[C:19]([Cl:20])=[CH:18][CH:17]=[CH:16][C:15]=1[Cl:21] |f:0.1,4.5,6.7|. Procedure details: N-(2,6-Dichlorobenzoyl)-4-(2-aminophenyl)-L-phenylalanine methyl ester TFA salt (90 mg) was dissolved in EtOH (5 mL). To this solution was added formalin (96 μL), 1 N HCl (234 μL) and NaCNBH3 (36 mg). The mixture was stirred for 0.5 h at room temperature, then a 1:1 mixture of EtOH (0.5 mL) and 1N HCl (0.5 mL) was added and the mixture was stirred overnight. Additional 1N HCl was added and the mixture was stirred for 0.5 h. The mixture was neutralized with NaHCO3 and extracted with EtOAc. The co... Starting materials: Cc1ccccc1CNC(=O)c1cncc(Br)c1, CC(C)(C)OC(=O)N1CC2CNCC2C1, CC(C)(C)[O-], Cc1ccccc1, [Na+], O=C(C=Cc1ccccc1)C=Cc1ccccc1, O=C(C=Cc1ccccc1)C=Cc1ccccc1, O=C(C=Cc1ccccc1)C=Cc1ccccc1, [Pd], [Pd]. Yields the product Cc1ccccc1CNC(=O)c1cncc(N2CC3CN(C(=O)OC(C)(C)C)CC3C2)c1. As a reaction SMILES: [Br:16][c:17]1[cH:18][n:19][cH:20][c:21]([C:22](=[O:23])[NH:24][CH2:25][c:26]2[c:27]([CH3:32])[cH:28][cH:29][cH:30][cH:31]2)[cH:33]1.[CH2:1]1[N:2]([C:9](=[O:10])[O:11][C:12]([CH3:13])([CH3:14])[CH3:15])[CH2:3][CH:4]2[CH:5]1[CH2:6][NH:7][CH2:8]2.[CH3:34][C:35]([CH3:36])([O-:37])[CH3:38].[CH3:96][c:97]1[cH:98][cH:99][cH:100][cH:101][cH:102]1.[Na+:39].[O:42]=[C:43]([CH:44]=[CH:45][c:46]1[cH:47][cH:48][cH:49][cH:50][cH:51]1)[CH:52]=[CH:53][c:54]1[cH:55][cH:56][cH:57][cH:58][cH:59]1.[O:60]=[C:61]([CH:62]=[CH:63][c:64]1[cH:65][cH:66][cH:67][cH:68][cH:69]1)[CH:70]=[CH:71][c:72]1[cH:73][cH:74][cH:75][cH:76][cH:77]1.[O:78]=[C:79]([CH:80]=[CH:81][c:82]1[cH:83][cH:84][cH:85][cH:86][cH:87]1)[CH:88]=[CH:89][c:90]1[cH:91][cH:92][cH:93][cH:94][cH:95]1.[Pd:40].[Pd:41]>>[CH2:1]1[N:2]([C:9](=[O:10])[O:11][C:12]([CH3:13])([CH3:14])[CH3:15])[CH2:3][CH:4]2[CH:5]1[CH2:6][N:7]([c:17]1[cH:18][n:19][cH:20][c:21]([C:22](=[O:23])[NH:24][CH2:25][c:26]3[c:27]([CH3:32])[cH:28][cH:29][cH:30][cH:31]3)[cH:33]1)[CH2:8]2.